From a dataset of the Open Reaction Database (ORD), a public repository of structured organic reaction records. describe an organic reaction: reactants, conditions, products, and yield The reactants are OC1=CC=NN1C1=NC=CC(=C1)C#N (2-(5-hydroxy-1H-pyrazol-1-yl)pyridine-4-carbonitrile), FC1=C(C=CC=C1)CO ((2-fluorophenyl)methanol). Product: FC1=C(COC2=CC=NN2C2=NC=CC(=C2)C#N)C=CC=C1 (2-{5-[(2-fluorobenzyl)oxy]-1H-pyrazol-1-yl}pyridine-4-carbonitrile). RXN SMILES: [OH:1][C:2]1[N:6]([C:7]2[CH:12]=[C:11]([C:13]#[N:14])[CH:10]=[CH:9][N:8]=2)[N:5]=[CH:4][CH:3]=1.[F:15][C:16]1[CH:21]=[CH:20][CH:19]=[CH:18][C:17]=1[CH2:22]O>>[F:15][C:16]1[CH:21]=[CH:20][CH:19]=[CH:18][C:17]=1[CH2:22][O:1][C:2]1[N:6]([C:7]2[CH:12]=[C:11]([C:13]#[N:14])[CH:10]=[CH:9][N:8]=2)[N:5]=[CH:4][CH:3]=1. Procedure details: The title compound was prepared from 2-(5-hydroxy-1H-pyrazol-1-yl)pyridine-4-carbonitrile and (2-fluorophenyl)methanol according to the procedure for the preparation of Example 39, part C. 1H NMR (400 MHz, CDCl3): δ 5.31 (2H, s), 5.81 (1H, d, J=1.6 Hz), 7.09-7.20 (2H, m), 7.36-7.41 (2H, m), 7.48-7.51 (1H, m), 7.58 (1H, d, J=2.0 Hz), 8.03 (1H, s), 8.70 (1H, d, J=5.2 Hz). [M+H] Calc'd for C16H11FN4O, 295. Found, 295. The reactants are C(#N)C1=CC=C(C=C1)OCC1=NC2=CC(=CC=C2C(=C1)C)N1C(C=2C(C1=O)=CC=CC2)=O (2-[(4-cyanophenyl)-oxymethyl]-4-methyl-7-phthalimido-quinoline), CN (methylamine). Solvent: C1(=CC=CC=C1)C.CO (toluene methanol). Conditions: time 2 hour. The product is C(#N)C1=CC=C(C=C1)OCC1=NC2=CC(=CC=C2C(=C1)C)N (2-[(4-cyanophenyl)-oxymethyl]-4-methyl-7-amino-quinoline). As a reaction SMILES: [C:1]([C:3]1[CH:8]=[CH:7][C:6]([O:9][CH2:10][C:11]2[CH:20]=[C:19]([CH3:21])[C:18]3[C:13](=[CH:14][C:15]([N:22]4C(=O)C5=CC=CC=C5C4=O)=[CH:16][CH:17]=3)[N:12]=2)=[CH:5][CH:4]=1)#[N:2].CN>C1(C)C=CC=CC=1.CO>[C:1]([C:3]1[CH:4]=[CH:5][C:6]([O:9][CH2:10][C:11]2[CH:20]=[C:19]([CH3:21])[C:18]3[C:13](=[CH:14][C:15]([NH2:22])=[CH:16][CH:17]=3)[N:12]=2)=[CH:7][CH:8]=1)#[N:2] |f:2.3|. Reported procedure: 2.15 g (5.1 mmol) of 2-[(4-cyanophenyl)-oxymethyl]-4-methyl-7-phthalimido-quinoline are dissolved in 75 ml of toluene/methanol (2:1), mixed with 7.5 ml of 40% aqueous methylamine solution and stirred for 2 hours at ambient temperature. Then the solution is concentrated by evaporation in vacuo, the residue is stirred with 2N acetic acid, suction filtered and dried. The crude product is chromatographed on silica gel, eluting first with methylene chloride, later with methylene chloride/ethanol (50:... The reactants are C(#C)C1=CN=C2N1C=CC=C2 (3-ethynylimidazo[1,2-a]pyridine), IC=1C=C(C(=O)NC2=CC(=CC(=C2)C(F)(F)F)N2C=NC(=C2)C)C=CC1C (3-iodo-4-methyl-N-(3-(4-methyl-1H-imidazol-1-yl)-5-(trifluoromethyl)phenyl)benzamide), Pd[(PPh3)4], C(C)N(C(C)C)CC (diethylisopropylamine). Reagents/catalysts: [Cu]I (CuI). Solvent: CN(C)C=O (DMF). Run at time 28 hour. Yields the product N=1C=C(N2C1C=CC=C2)C#CC=2C=C(C(=O)NC1=CC(=CC(=C1)C(F)(F)F)N1C=NC(C1)C)C=CC2C (3-(Imidazo[1,2-a]pyridin-3-ylethynyl)-4-methyl-N-(3-(4-methyl-4H-imidazol-1-yl)-5-(trifluoromethyl)phenyl)benzamide). RXN SMILES: I[C:2]1[CH:3]=[C:4]([CH:24]=[CH:25][C:26]=1[CH3:27])[C:5]([NH:7][C:8]1[CH:13]=[C:12]([C:14]([F:17])([F:16])[F:15])[CH:11]=[C:10]([N:18]2[CH:22]=[C:21]([CH3:23])[N:20]=[CH:19]2)[CH:9]=1)=[O:6].C(N(CC)C(C)C)C.[C:36]([C:38]1[N:42]2[CH:43]=[CH:44][CH:45]=[CH:46][C:41]2=[N:40][CH:39]=1)#[CH:37]>CN(C=O)C.[Cu]I>[N:40]1[CH:39]=[C:38]([C:36]#[C:37][C:2]2[CH:3]=[C:4]([CH:24]=[CH:25][C:26]=2[CH3:27])[C:5]([NH:7][C:8]2[CH:13]=[C:12]([C:14]([F:16])([F:17])[F:15])[CH:11]=[C:10]([N:18]3[CH2:22][CH:21]([CH3:23])[N:20]=[CH:19]3)[CH:9]=2)=[O:6])[N:42]2[CH:43]=[CH:44][CH:45]=[CH:46][C:41]=12. Procedure: To a solution of 3-iodo-4-methyl-N-(3-(4-methyl-1H-imidazol-1-yl)-5-(trifluoromethyl)phenyl)benzamide (0.11 g, 0.22 mmol.) in DMF (1 mL) in a sealed tube was added Pd[(PPh3)4] (0.013 g, 0.011 mmol), CuI (3 mg, 0.016 mmol), diethylisopropylamine (0.057 mL, 0.33 mmol.), followed by 3-ethynylimidazo[1,2-a]pyridine (0.040 g, 0.28 mmol.). The mixture was purged with argon for 15 minutes, sealed and stirred at rt for 28 h. The solvent was concentrated and the residue was taken up in methylene chloride... Starting materials: C(C=C)ON=C1C[C@H](N(C1)C(=O)OC(C)(C)C)C(=O)O ((2S,4EZ)-4-[(allyloxy)-imino]-1-(tert-butoxycarbonyl)-2-pyrrolidinecarboxylic acid), C(C)N1C2=CC=CC=C2C=2C=C(C=CC12)N (9-ethyl-9H-carbazol-3-amine). Product: C(C=C)ON=C1C[C@H](NC1)C(=O)NC=1C=CC=2N(C3=CC=CC=C3C2C1)CC ((2S,4EZ)-4-[(allyloxy)imino]-N-(9-ethyl-9H-carbazol-3-yl)-2-pyrrolidinecarboxamide). As a reaction SMILES: [CH2:1]([O:4][N:5]=[C:6]1[CH2:10][N:9](C(OC(C)(C)C)=O)[C@H:8]([C:18]([OH:20])=O)[CH2:7]1)[CH:2]=[CH2:3].[CH2:21]([N:23]1[C:35]2[CH:34]=[CH:33][C:32]([NH2:36])=[CH:31][C:30]=2[C:29]2[C:24]1=[CH:25][CH:26]=[CH:27][CH:28]=2)[CH3:22]>>[CH2:1]([O:4][N:5]=[C:6]1[CH2:10][NH:9][C@H:8]([C:18]([NH:36][C:32]2[CH:33]=[CH:34][C:35]3[N:23]([CH2:21][CH3:22])[C:24]4[C:29]([C:30]=3[CH:31]=2)=[CH:28][CH:27]=[CH:26][CH:25]=4)=[O:20])[CH2:7]1)[CH:2]=[CH2:3]. Procedure: Following the general method as outlined in Example 22, starting from (2S,4EZ)-4-[(allyloxy)-imino]-1-(tert-butoxycarbonyl)-2-pyrrolidinecarboxylic acid, and 9-ethyl-9H-carbazol-3-amine the title compound was obtained in 80% purity by LC/MS. MS(ESI+): m/z=377.2. The reactants are CC(C)C(N)C(=O)OC(C)(C)C, CC(=O)CC(=O)NCC(=O)OC(C)(C)C, c1ccccc1. Product: CC(=CC(=O)NCC(=O)OC(C)(C)C)NC(C(=O)OC(C)(C)C)C(C)C. As a reaction SMILES: [C:16]([CH3:17])([CH3:18])([CH3:19])[O:20][C:21]([CH:22]([NH2:23])[CH:24]([CH3:25])[CH3:26])=[O:27].[O:1]=[C:2]([CH2:3][C:4](=[O:5])[NH:6][CH2:7][C:8](=[O:9])[O:10][C:11]([CH3:12])([CH3:13])[CH3:14])[CH3:15].[cH:28]1[cH:29][cH:30][cH:31][cH:32][cH:33]1>>[C:2](=[CH:3][C:4](=[O:5])[NH:6][CH2:7][C:8](=[O:9])[O:10][C:11]([CH3:12])([CH3:13])[CH3:14])([CH3:15])[NH:23][CH:22]([C:21]([O:20][C:16]([CH3:17])([CH3:18])[CH3:19])=[O:27])[CH:24]([CH3:25])[CH3:26].